Dataset: the Open Reaction Database (ORD), a public repository of structured organic reaction records. Task: describe an organic reaction: reactants, conditions, products, and yield Starting materials: C(C)(C)(C)OC(=O)N1C(OC[C@]1(C)COC(CCCCC)=O)(C)C (3-t-Butoxycarbonyl-2,2-dimethyl-(4R)-n-hexanoyloxymethyl-4-methyloxazolidine), [H-].C(C(C)C)[Al+]CC(C)C (diisobutylaluminium hydride), C(=O)([O-])C(O)C(O)C(=O)[O-].[Na+].[K+] (potassium sodium tartrate). The solvent is ClCCl (dichloromethane). Run at temperature -78 celsius, time 30 minute. The product is C(C)(C)(C)OC(=O)N1C(OC[C@]1(C)CO)(C)C (3-t-Butoxycarbonyl-2,2-dimethyl-(4S)-hydroxymethyl-4-methyloxazolidine). The yield is 100.0%. RXN SMILES: [C:1]([O:5][C:6]([N:8]1[C@:12]([CH2:14][O:15]C(=O)CCCCC)([CH3:13])[CH2:11][O:10][C:9]1([CH3:24])[CH3:23])=[O:7])([CH3:4])([CH3:3])[CH3:2].[H-].C([Al+]CC(C)C)C(C)C.C(C(C(C([O-])=O)O)O)([O-])=O.[Na+].[K+]>ClCCl>[C:1]([O:5][C:6]([N:8]1[C@:12]([CH2:14][OH:15])([CH3:13])[CH2:11][O:10][C:9]1([CH3:24])[CH3:23])=[O:7])([CH3:4])([CH3:3])[CH3:2] |f:1.2,3.4.5|. Reported procedure: 3-t-Butoxycarbonyl-2,2-dimethyl-(4R)-n-hexanoyloxymethyl-4-methyloxazolidine (13.7 g, 39.9 mmol) obtained in Reference example 2(a) was dissolved in dichloromethane (200 ml), and the hexane solution of 1.0M diisobutylaluminium hydride (99 ml, 99.7 mmol) was added dropwise thereto at −78° C. After, the reaction mixture was stirred for 30 minutes at −78° C., cooled down to room temperature, and 10 wt % aqueous potassium sodium tartrate solution (200 ml) was added thereto followed by stirring vigor... Procedure details: The title compound was prepared using a similar procedure to that of example E29 using N-(3-bromophenyl)-4-methoxy-3-(4-methylpiperazin-1-yl)benzenesulfonamide (E3) and 1-chloroethyl chloroformate. Starting materials: BrC=1C=C(C=CC1)NS(=O)(=O)C1=CC(=C(C=C1)OC)N1CCN(CC1)C (N-(3-bromophenyl)-4-methoxy-3-(4-methylpiperazin-1-yl)benzenesulfonamide), ClC(=O)OC(C)Cl (1-chloroethyl chloroformate). Product: BrC=1C=C(C=CC1)NS(=O)(=O)C1=CC(=C(C=C1)OC)N1CCNCC1 (N-(3-Bromophenyl)-4-methoxy-3-piperazin-1-ylbenzenesulfonamide). RXN SMILES: [Br:1][C:2]1[CH:3]=[C:4]([NH:8][S:9]([C:12]2[CH:17]=[CH:16][C:15]([O:18][CH3:19])=[C:14]([N:20]3[CH2:25][CH2:24][N:23](C)[CH2:22][CH2:21]3)[CH:13]=2)(=[O:11])=[O:10])[CH:5]=[CH:6][CH:7]=1.ClC(OC(Cl)C)=O>>[Br:1][C:2]1[CH:3]=[C:4]([NH:8][S:9]([C:12]2[CH:17]=[CH:16][C:15]([O:18][CH3:19])=[C:14]([N:20]3[CH2:21][CH2:22][NH:23][CH2:24][CH2:25]3)[CH:13]=2)(=[O:11])=[O:10])[CH:5]=[CH:6][CH:7]=1. Reactants: CCN=C=NCCCN(C)C, CN(C)c1ccccn1, CCCC(=O)O, CCN(C(C)C)C(C)C, ClCCl, NC1=CC(=O)CCC1. Product: CCCC(=O)NC1=CC(=O)CCC1. As a reaction SMILES: [CH2:33]([N:34]=[C:35]=[N:36][CH2:37][CH2:38][CH2:39][N:40]([CH3:41])[CH3:42])[CH3:43].[CH3:15][N:16]([c:17]1[cH:18][cH:19][cH:20][cH:21][n:22]1)[CH3:23].[CH3:1][CH2:2][CH2:3][C:4]([OH:5])=[O:6].[CH:24]([N:25]([CH:26]([CH3:27])[CH3:28])[CH2:29][CH3:30])([CH3:31])[CH3:32].[Cl:44][CH2:45][Cl:46].[NH2:7][C:8]1=[CH:9][C:10](=[O:14])[CH2:11][CH2:12][CH2:13]1>>[CH3:1][CH2:2][CH2:3][C:4](=[O:6])[NH:7][C:8]1=[CH:9][C:10](=[O:14])[CH2:11][CH2:12][CH2:13]1. Reactants: N1(CCOCC1)C(=O)N1CC(CC(C1)C1=CC=C(C=C1)OC(F)(F)F)C(=O)O (1-(Morpholin-4-ylcarbonyl)-5-[4-(trifluoromethoxy)phenyl]piperidine-3-carboxylic acid), FC=1C=C(C=CC1)C(N)=NO (3-fluoro-N′-hydroxybenzenecarboximidamide). Product: FC=1C=C(C=CC1)C1=NOC(=N1)C1CN(CC(C1)C1=CC=C(C=C1)OC(F)(F)F)C(=O)N1CCOCC1 (4-({3-[3-(3-Fluorophenyl)-1,2,4-oxadiazol-5-yl]-5-[4-(trifluoromethoxy)phenyl]piperidin-1-yl}carbonyl)morpholine). As a reaction SMILES: [N:1]1([C:7]([N:9]2[CH2:14][CH:13]([C:15]3[CH:20]=[CH:19][C:18]([O:21][C:22]([F:25])([F:24])[F:23])=[CH:17][CH:16]=3)[CH2:12][CH:11]([C:26]([OH:28])=O)[CH2:10]2)=[O:8])[CH2:6][CH2:5][O:4][CH2:3][CH2:2]1.[F:29][C:30]1[CH:31]=[C:32]([C:36](=[N:38]O)[NH2:37])[CH:33]=[CH:34][CH:35]=1>>[F:29][C:30]1[CH:31]=[C:32]([C:36]2[N:38]=[C:26]([CH:11]3[CH2:12][CH:13]([C:15]4[CH:20]=[CH:19][C:18]([O:21][C:22]([F:24])([F:25])[F:23])=[CH:17][CH:16]=4)[CH2:14][N:9]([C:7]([N:1]4[CH2:2][CH2:3][O:4][CH2:5][CH2:6]4)=[O:8])[CH2:10]3)[O:28][N:37]=2)[CH:33]=[CH:34][CH:35]=1. Procedure details: 80 mg (0.20 mmol) of 1-(morpholin-4-ylcarbonyl)-5-[4-(trifluoromethoxy)phenyl]piperidine-3-carboxylic acid (Example 44A) and 34 mg (0.22 mmol, 1.1 eq.) of 3-fluoro-N′-hydroxybenzenecarboximidamide were reacted according to the General Method 1. Yield: 71 mg (68% of theory) Reactants: COC(CC(CCCCNCC1=NC=2NCCCC2C=C1)C=1C=NC2=CC=CC=C2C1)=O (7-[(5,6,7,8-Tetrahydro-[1,8]naphthyridin-2-ylmethyl)-amino]-3-(quinolin-3-yl)-heptanoic acid methyl ester), [OH-].[Na+] (NaOH). Run in CCO (EtOH). Reaction conditions: time 1 hour. Product: N1=C(C=CC=2CCCNC12)CNCCCCC(CC(=O)O)C=1C=NC2=CC=CC=C2C1 (7-[(5,6,7,8-Tetrahydro-[1,8]naphthyridin-2-ylmethyl)-amino]-3-(quinolin-3-yl)-heptanoic acid). Reaction SMILES: C[O:2][C:3](=[O:32])[CH2:4][CH:5]([C:22]1[CH:23]=[N:24][C:25]2[C:30]([CH:31]=1)=[CH:29][CH:28]=[CH:27][CH:26]=2)[CH2:6][CH2:7][CH2:8][CH2:9][NH:10][CH2:11][C:12]1[CH:21]=[CH:20][C:19]2[CH2:18][CH2:17][CH2:16][NH:15][C:14]=2[N:13]=1.[OH-].[Na+]>CCO>[N:13]1[C:14]2[NH:15][CH2:16][CH2:17][CH2:18][C:19]=2[CH:20]=[CH:21][C:12]=1[CH2:11][NH:10][CH2:9][CH2:8][CH2:7][CH2:6][CH:5]([C:22]1[CH:23]=[N:24][C:25]2[C:30]([CH:31]=1)=[CH:29][CH:28]=[CH:27][CH:26]=2)[CH2:4][C:3]([OH:32])=[O:2] |f:1.2|. Reported procedure: To a solution of 21-7 (0.8255 mmol) in EtOH (5 mL) was added 1N NaOH (1.0 ml, 1.0 mmol). After stirring for 1 hour, the solvents were evaporated and the residue was chromatographed (silica gel, 20:10:1:1 followed by 15:10:1:1 ethyl acetate/EtOH/water/NH4OH) to give 21-8 as a white solid. Reactants: B, CCCCCCC(=O)NCCOc1ccc(CC(OCC)C(=O)OCC)cc1, CCCCO, C1CCOC1, CSC. Yields the product CCCCCCCNCCOc1ccc(CC(OCC)C(=O)OCC)cc1. Reaction SMILES: [BH3:32].[CH2:1]([CH3:2])[O:3][C:4]([CH:5]([CH2:6][c:7]1[cH:8][cH:9][c:10]([O:13][CH2:14][CH2:15][NH:16][C:17]([CH2:18][CH2:19][CH2:20][CH2:21][CH2:22][CH3:23])=[O:24])[cH:11][cH:12]1)[O:25][CH2:26][CH3:27])=[O:28].[CH2:33]([OH:34])[CH2:35][CH2:36][CH3:37].[CH2:38]1[O:39][CH2:40][CH2:41][CH2:42]1.[CH3:29][S:30][CH3:31]>>[CH2:1]([CH3:2])[O:3][C:4]([CH:5]([CH2:6][c:7]1[cH:8][cH:9][c:10]([O:13][CH2:14][CH2:15][NH:16][CH2:17][CH2:18][CH2:19][CH2:20][CH2:21][CH2:22][CH3:23])[cH:11][cH:12]1)[O:25][CH2:26][CH3:27])=[O:28]. Reactants: C1CCOC1, Fc1cc2c(N3CCNCC3)ccnc2cc1Cl, O=C=Nc1ccc(F)cc1. Product: O=C(Nc1ccc(F)cc1)N1CCN(c2ccnc3cc(Cl)c(F)cc23)CC1. RXN SMILES: [CH2:29]1[O:30][CH2:31][CH2:32][CH2:33]1.[Cl:1][c:2]1[c:3]([F:18])[cH:4][c:5]2[c:6]([N:12]3[CH2:13][CH2:14][NH:15][CH2:16][CH2:17]3)[cH:7][cH:8][n:9][c:10]2[cH:11]1.[F:19][c:20]1[cH:21][cH:22][c:23]([N:26]=[C:27]=[O:28])[cH:24][cH:25]1>>[Cl:1][c:2]1[c:3]([F:18])[cH:4][c:5]2[c:6]([N:12]3[CH2:13][CH2:14][N:15]([C:27]([NH:26][c:23]4[cH:22][cH:21][c:20]([F:19])[cH:25][cH:24]4)=[O:28])[CH2:16][CH2:17]3)[cH:7][cH:8][n:9][c:10]2[cH:11]1.